Dataset: the Open Reaction Database (ORD), a public repository of structured organic reaction records. Task: describe an organic reaction: reactants, conditions, products, and yield The reactants are COC=1N=CC(=NC1)NC1=NC(=NC2=CC=CC=C12)C ((5-Methoxy-pyrazin-2-yl)-(2-methyl-quinazolin-4-yl)-amine), NC1=NC=C(N=C1)OC (2-amino-5-methoxy-pyrazine), ClC1=NC(=NC2=CC=CC=C12)C (4-chloro-2-methyl-quinazoline). Yields the product COC=1N=CC(=NC1)N(C)C1=NC(=NC2=CC=CC=C12)C ((5-Methoxy-pyrazin-2-yl)-(2-methyl-quinazolin-4-yl)-methyl-amine). Reaction SMILES: [CH3:1][O:2][C:3]1[N:4]=[CH:5][C:6]([NH:9][C:10]2[C:19]3[C:14](=[CH:15][CH:16]=[CH:17][CH:18]=3)[N:13]=[C:12]([CH3:20])[N:11]=2)=[N:7][CH:8]=1.N[C:22]1C=NC(OC)=CN=1.ClC1C2C(=CC=CC=2)N=C(C)N=1>>[CH3:1][O:2][C:3]1[N:4]=[CH:5][C:6]([N:9]([C:10]2[C:19]3[C:14](=[CH:15][CH:16]=[CH:17][CH:18]=3)[N:13]=[C:12]([CH3:20])[N:11]=2)[CH3:22])=[N:7][CH:8]=1. Procedure: (5-Methoxy-pyrazin-2-yl)-(2-methyl-quinazolin-4-yl)-amine: The title compound was prepared from 2-amino-5-methoxy-pyrazine (105 mg, 0.84 mmol) and 4-chloro-2-methyl-quinazoline (150 mg, 0.84 mmol) by a procedure similar to example 125c, yielding 106 mg of the title product. Starting materials: [N+](=O)([O-])C1=CC=C(C=C1)C1=C(C2=C(N(C=C(C2=O)S(=O)C(C)C)CC2=C(C=CC=C2F)F)S1)C (4,7-dihydro-2-(4-nitrophenyl)-3-methyl-5-isopropylsulfinyl-7-(2,6-difluorobenzyl)-4-oxothieno[2,3-b]pyridine), BrN1C(CCC1=O)=O (N-bromosuccinimide), CC(C)(C#N)N=NC(C)(C)C#N (α,α-azobisisobutyronitrile). Run in C(Cl)(Cl)(Cl)Cl (carbon tetrachloride). Product: [N+](=O)([O-])C1=CC=C(C=C1)C1=C(C2=C(N(C=C(C2=O)S(=O)C(C)C)CC2=C(C=CC=C2F)F)S1)CBr (4,7-dihydro-2-(4-nitrophenyl)-3-bromomethyl-5-isopropylsulfinyl-7-(2,6-difluorobenzyl)-4-oxothieno[2,3-b]pyridine). Isolated yield 93.7%. As a reaction SMILES: [N+:1]([C:4]1[CH:9]=[CH:8][C:7]([C:10]2[S:33][C:13]3[N:14]([CH2:24][C:25]4[C:30]([F:31])=[CH:29][CH:28]=[CH:27][C:26]=4[F:32])[CH:15]=[C:16]([S:19]([CH:21]([CH3:23])[CH3:22])=[O:20])[C:17](=[O:18])[C:12]=3[C:11]=2[CH3:34])=[CH:6][CH:5]=1)([O-:3])=[O:2].[Br:35]N1C(=O)CCC1=O.CC(N=NC(C#N)(C)C)(C#N)C>C(Cl)(Cl)(Cl)Cl>[N+:1]([C:4]1[CH:5]=[CH:6][C:7]([C:10]2[S:33][C:13]3[N:14]([CH2:24][C:25]4[C:30]([F:31])=[CH:29][CH:28]=[CH:27][C:26]=4[F:32])[CH:15]=[C:16]([S:19]([CH:21]([CH3:23])[CH3:22])=[O:20])[C:17](=[O:18])[C:12]=3[C:11]=2[CH2:34][Br:35])=[CH:8][CH:9]=1)([O-:3])=[O:2]. Procedure details: The compound (980 mg, 2 mmol) obtained in Example 17, N-bromosuccinimide (NBS) (0.36 g, 2.04 mmol) and α,α-azobisisobutyronitrile (AIBN) (60 mg, 0.37 mmol) were suspended in carbon tetrachloride (250 ml).The mixture was refluxed under heating for 3 hours. After cooling, the reaction mixture was partitioned between chloroform (300 ml) and an aqueous sodium bicarbonate solution. The aqueous layer was extracted with chloroform (100 ml), the extracts were combined, washed with an aqueous sodium chlo... The reactants are Cc1cc(N)c(OC(C)C)cc1C1CCN(C(=O)OC(C)(C)C)CC1, O=C([O-])[O-], CC(=O)[O-], CC(=O)[O-], C1CCOC1, CC(C)S(=O)(=O)c1ccccc1Nc1nc(Cl)ncc1Cl, [Cs+], [Cs+], [Pd+2]. Yields the product Cc1cc(Nc2ncc(Cl)c(Nc3ccccc3S(=O)(=O)C(C)C)n2)c(OC(C)C)cc1C1CCN(C(=O)OC(C)(C)C)CC1. As a reaction SMILES: [C:1]([CH3:2])([CH3:3])([CH3:4])[O:5][C:6](=[O:7])[N:8]1[CH2:9][CH2:10][CH:11]([c:14]2[c:15]([CH3:25])[cH:16][c:17]([NH2:24])[c:18]([O:20][CH:21]([CH3:22])[CH3:23])[cH:19]2)[CH2:12][CH2:13]1.[C:47](=[O:48])([O-:49])[O-:50].[C:58]([O-:59])(=[O:60])[CH3:61].[C:63]([O-:64])(=[O:65])[CH3:66].[CH2:53]1[O:54][CH2:55][CH2:56][CH2:57]1.[Cl:26][c:27]1[n:28][cH:29][c:30]([Cl:46])[c:31]([NH:33][c:34]2[c:35]([S:40](=[O:41])(=[O:42])[CH:43]([CH3:44])[CH3:45])[cH:36][cH:37][cH:38][cH:39]2)[n:32]1.[Cs+:51].[Cs+:52].[Pd+2:62]>>[C:1]([CH3:2])([CH3:3])([CH3:4])[O:5][C:6](=[O:7])[N:8]1[CH2:9][CH2:10][CH:11]([c:14]2[c:15]([CH3:25])[cH:16][c:17]([NH:24][c:27]3[n:28][cH:29][c:30]([Cl:46])[c:31]([NH:33][c:34]4[c:35]([S:40](=[O:41])(=[O:42])[CH:43]([CH3:44])[CH3:45])[cH:36][cH:37][cH:38][cH:39]4)[n:32]3)[c:18]([O:20][CH:21]([CH3:22])[CH3:23])[cH:19]2)[CH2:12][CH2:13]1. Starting materials: Ic1c[nH]c2ncccc12, CC1(C)OB(OC1(C)C)c2cn(c3ncccc23)S(=O)(=O)c4ccccc4. Reagents/catalysts: CCN=P(N=P(N(C)C)(N(C)C)N(C)C)(N(C)C)N(C)C (P2-Et), CC(C)c1cc(C(C)C)c(-c2ccccc2[PH](C(C)(C)C)(C(C)(C)C)[Pd]2(OS(C)(=O)=O)Nc3ccccc3-c3ccccc32)c(C(C)C)c1 (tBuXphos G3). Solvent: CS(C)=O (DMSO), O (water), CS(C)=O (DMSO), CS(C)=O (DMSO), CS(C)=O (DMSO). Conditions: time 22 hour. The product is O=S(=O)(c1ccccc1)n2cc(c3c[nH]c4ncccc34)c5cccnc25, Ic1c[nH]c2ncccc12, c1ccc(-c2ccccc2)cc1. The reactants are Cc1ccc2c(OCCN3CCC(=Cc4ccc5c(c4)NC(=O)C5)CC3)cccc2n1, CO, O=C[O-], [NH4+], C1CCOC1. Yields the product Cc1ccc2c(OCCN3CCC(Cc4ccc5c(c4)NC(=O)C5)CC3)cccc2n1. Reaction SMILES: [CH3:1][c:2]1[n:3][c:4]2[cH:5][cH:6][cH:7][c:8]([O:12][CH2:13][CH2:14][N:15]3[CH2:16][CH2:17][C:18](=[CH:21][c:22]4[cH:23][cH:24][c:25]5[c:29]([cH:30]4)[NH:28][C:27](=[O:31])[CH2:26]5)[CH2:19][CH2:20]3)[c:9]2[cH:10][cH:11]1.[CH3:36][OH:37].[CH:32]([O-:33])=[O:34].[NH4+:35].[O:38]1[CH2:39][CH2:40][CH2:41][CH2:42]1>>[CH3:1][c:2]1[n:3][c:4]2[cH:5][cH:6][cH:7][c:8]([O:12][CH2:13][CH2:14][N:15]3[CH2:16][CH2:17][CH:18]([CH2:21][c:22]4[cH:23][cH:24][c:25]5[c:29]([cH:30]4)[NH:28][C:27](=[O:31])[CH2:26]5)[CH2:19][CH2:20]3)[c:9]2[cH:10][cH:11]1.